Dataset: the Open Reaction Database (ORD), a public repository of structured organic reaction records. Task: describe an organic reaction: reactants, conditions, products, and yield As a reaction SMILES: [CH2:1]([c:2]1[cH:3][cH:4][cH:5][cH:6][cH:7]1)[O:8][c:9]1[cH:10][c:11]2[cH:12][cH:13][n:14]([CH2:18][c:19]3[cH:20][cH:21][c:22]([F:25])[cH:23][cH:24]3)[c:15]2[cH:16][cH:17]1.[CH2:32]1[O:33][CH2:34][CH2:35][CH2:36]1.[Cl:26][C:27](=[O:28])[C:29](=[O:30])[Cl:31]>>[CH2:1]([c:2]1[cH:3][cH:4][cH:5][cH:6][cH:7]1)[O:8][c:9]1[cH:10][c:11]2[c:12]([C:29]([C:27]([Cl:26])=[O:28])=[O:30])[cH:13][n:14]([CH2:18][c:19]3[cH:20][cH:21][c:22]([F:25])[cH:23][cH:24]3)[c:15]2[cH:16][cH:17]1. Starting materials: Fc1ccc(Cn2ccc3cc(OCc4ccccc4)ccc32)cc1, C1CCOC1, O=C(Cl)C(=O)Cl. The product is O=C(Cl)C(=O)c1cn(Cc2ccc(F)cc2)c2ccc(OCc3ccccc3)cc12. Starting materials: CI, Cc1ccc(C)c(-c2cccc(C=CC(=O)Nc3ccc(CN4CCCCC4)cc3)c2)c1, CN(C)C=O. Product: [I-], Cc1ccc(C)c(-c2cccc(C=CC(=O)Nc3ccc(C[N+]4(C)CCCCC4)cc3)c2)c1. Reaction SMILES: [CH3:33][I:34].[N:1]1([CH2:7][c:8]2[cH:9][cH:10][c:11]([NH:14][C:15]([CH:16]=[CH:17][c:18]3[cH:19][c:20](-[c:24]4[c:25]([CH3:31])[cH:26][cH:27][c:28]([CH3:30])[cH:29]4)[cH:21][cH:22][cH:23]3)=[O:32])[cH:12][cH:13]2)[CH2:2][CH2:3][CH2:4][CH2:5][CH2:6]1.[O:35]=[CH:36][N:37]([CH3:38])[CH3:39]>>[I-:34].[N+:1]1([CH2:7][c:8]2[cH:9][cH:10][c:11]([NH:14][C:15]([CH:16]=[CH:17][c:18]3[cH:19][c:20](-[c:24]4[c:25]([CH3:31])[cH:26][cH:27][c:28]([CH3:30])[cH:29]4)[cH:21][cH:22][cH:23]3)=[O:32])[cH:12][cH:13]2)([CH3:33])[CH2:2][CH2:3][CH2:4][CH2:5][CH2:6]1.